From a dataset of the Open Reaction Database (ORD), a public repository of structured organic reaction records. describe an organic reaction: reactants, conditions, products, and yield Starting materials: O=C([O-])[O-], C=CCBr, [K+], [K+], C1COCCOCCOCCOCCOCCO1, CN(C)C=O, COc1cc(C2SCC(c3cc(OC)c(OC)c(OC)c3)S2)cc([N+](=O)[O-])c1O. Yields the product C=CCOc1c(OC)cc(C2SCC(c3cc(OC)c(OC)c(OC)c3)S2)cc1[N+](=O)[O-]. Reaction SMILES: [C:52](=[O:53])([O-:54])[O-:55].[CH2:30]([CH:31]=[CH2:32])[Br:33].[K+:56].[K+:57].[O:34]1[CH2:35][CH2:36][O:37][CH2:38][CH2:39][O:40][CH2:41][CH2:42][O:43][CH2:44][CH2:45][O:46][CH2:47][CH2:48][O:49][CH2:50][CH2:51]1.[O:58]=[CH:59][N:60]([CH3:61])[CH3:62].[OH:1][c:2]1[c:3]([O:28][CH3:29])[cH:4][c:5]([CH:11]2[S:12][CH2:13][CH:14]([c:16]3[cH:17][c:18]([O:26][CH3:27])[c:19]([O:24][CH3:25])[c:20]([O:22][CH3:23])[cH:21]3)[S:15]2)[cH:6][c:7]1[N+:8](=[O:9])[O-:10]>>[O:1]([c:2]1[c:3]([O:28][CH3:29])[cH:4][c:5]([CH:11]2[S:12][CH2:13][CH:14]([c:16]3[cH:17][c:18]([O:26][CH3:27])[c:19]([O:24][CH3:25])[c:20]([O:22][CH3:23])[cH:21]3)[S:15]2)[cH:6][c:7]1[N+:8](=[O:9])[O-:10])[CH2:32][CH:31]=[CH2:30]. Reactants: C(C1=CC=CC=C1)OC1=CC(=C(C=C1)C1=CC(=C2C(=N1)N(N=C2C)C2OCCCC2)C(C)=O)F (1-[6-(4-benzyloxy-2-fluoro-phenyl)-3-methyl-1-(tetrahydro-pyran-2-yl)-1H-pyrazolo[3,4-b]pyridin-4-yl]-ethanone), C(C)(C)(C)OC(=O)N1CCNCC1 (piperazine-1-carboxylic acid tert-butyl ester), C(C)(=O)O[BH-](OC(C)=O)OC(C)=O.[Na+] (sodium triacetoxy borohydride), C(C)(=O)O[BH-](OC(C)=O)OC(C)=O (triacetoxy borohydride). The solvent is ClCCl (dichloromethane), C(C)(=O)O (acetic acid). Run at temperature 40 celsius, time 8 hour. The product is C(C)(C)(C)OC(=O)N1CCN(CC1)C(C)C1=C2C(=NC(=C1)C1=C(C=C(C=C1)OCC1=CC=CC=C1)F)N(N=C2C)C2OCCCC2 (4-{1-[6-(4-Benzyloxy-2-fluoro-phenyl)-3-methyl-1-(tetrahydro-pyran-2-yl)-1H-pyrazolo[3,4-b]pyridin-4-yl]-ethyl}-piperazine-1-carboxylic acid tert-butyl ester). Isolated yield 16.8%. RXN SMILES: [CH2:1]([O:8][C:9]1[CH:14]=[CH:13][C:12]([C:15]2[N:20]=[C:19]3[N:21]([CH:25]4[CH2:30][CH2:29][CH2:28][CH2:27][O:26]4)[N:22]=[C:23]([CH3:24])[C:18]3=[C:17]([C:31](=O)[CH3:32])[CH:16]=2)=[C:11]([F:34])[CH:10]=1)[C:2]1[CH:7]=[CH:6][CH:5]=[CH:4][CH:3]=1.[C:35]([O:39][C:40]([N:42]1[CH2:47][CH2:46][NH:45][CH2:44][CH2:43]1)=[O:41])([CH3:38])([CH3:37])[CH3:36].C(O[BH-](OC(=O)C)OC(=O)C)(=O)C.[Na+].C(O[BH-](OC(=O)C)OC(=O)C)(=O)C>ClCCl.C(O)(=O)C>[C:35]([O:39][C:40]([N:42]1[CH2:47][CH2:46][N:45]([CH:31]([C:17]2[CH:16]=[C:15]([C:12]3[CH:13]=[CH:14][C:9]([O:8][CH2:1][C:2]4[CH:7]=[CH:6][CH:5]=[CH:4][CH:3]=4)=[CH:10][C:11]=3[F:34])[N:20]=[C:19]3[N:21]([CH:25]4[CH2:30][CH2:29][CH2:28][CH2:27][O:26]4)[N:22]=[C:23]([CH3:24])[C:18]=23)[CH3:32])[CH2:44][CH2:43]1)=[O:41])([CH3:38])([CH3:36])[CH3:37] |f:2.3|. Procedure details: A mixture of 1-[6-(4-benzyloxy-2-fluoro-phenyl)-3-methyl-1-(tetrahydro-pyran-2-yl)-1H-pyrazolo[3,4-b]pyridin-4-yl]-ethanone (390 mg), acetic acid (25 μL), piperazine-1-carboxylic acid tert-butyl ester (158 mg) and sodium triacetoxy borohydride (270 mg) in dichloromethane (7.5 mL) was stirred at 40° C. overnight. Then additional triacetoxy borohydride (90 mg) was added. The reaction mixture was concentrated in a membrane pump vacuum, and the residue was purified by flash chromatography (silica, h... Reactants: CC=1C(=C(C(=C(O)C1)C)C)O (trimethylhydroquinone), ClCC=C(CCCC(CCCC(CCCC(C)(C)Cl)(C)Cl)(C)Cl)C (1,7,11,15-tetrachloro-3,7,11,15-tetramethyl-hexadec-2-ene), [Cl-].[NH4+] (ammonium chloride). Reagents/catalysts: [Cl-].[Zn+2].[Cl-] (zinc chloride). The solvent is O1CCOCC1 (dioxane), O1CCOCC1 (dioxane). Conditions: time 30 minute. The product is CC1(OC2=C(C(=C(C(=C2CC1)C)O)C)C)CCCC(CCCC(CCCC(C)(C)Cl)(C)Cl)(C)Cl (2,5,7,8-tetramethyl-2-(4',8',12'-trichloro-4',8',12'-trimethyltridecyl)-chroman-6-ol). Isolated yield 43.5%. Reaction SMILES: [CH3:1][C:2]1[C:3]([OH:11])=[C:4]([CH3:10])[C:5]([CH3:9])=[C:6]([CH:8]=1)[OH:7].Cl[CH2:13][CH:14]=[C:15]([CH3:35])[CH2:16][CH2:17][CH2:18][C:19]([Cl:34])([CH3:33])[CH2:20][CH2:21][CH2:22][C:23]([Cl:32])([CH3:31])[CH2:24][CH2:25][CH2:26][C:27]([Cl:30])([CH3:29])[CH3:28].[Cl-].[NH4+]>O1CCOCC1.[Cl-].[Zn+2].[Cl-]>[CH3:35][C:15]1([CH2:16][CH2:17][CH2:18][C:19]([Cl:34])([CH3:33])[CH2:20][CH2:21][CH2:22][C:23]([Cl:32])([CH3:31])[CH2:24][CH2:25][CH2:26][C:27]([Cl:30])([CH3:29])[CH3:28])[CH2:14][CH2:13][C:8]2[C:6](=[C:5]([CH3:9])[C:4]([CH3:10])=[C:3]([OH:11])[C:2]=2[CH3:1])[O:7]1 |f:2.3,5.6.7|. Procedure: Molten zinc chloride (0.22 g), trimethylhydroquinone (2.47 g) and anhydrous dioxane (10 cc) are introduced into a 250 cc reactor. The mixture is heated to 40°-45° C. and a solution of 1,7,11,15-tetrachloro-3,7,11,15-tetramethyl-hexadec-2-ene (6.8 g) in dioxane (7 cc) is then added over the course of 20 minutes. Stirring is continued for 1 hour 30 minutes. The reaction mixture is poured into an aqueous solution (50 cc) of ammonium chloride (100 g/liter). The batch is extracted with ethyl acetate ... Reactants: C(C)(=O)OC(C)C (Isopropyl acetate), C(\C=C\C(=O)O)(=O)O (Fumaric acid), C1(CCCCC1)CN1CC2=CC(=CC=C2CC1)S(=O)(=O)NCC[C@H]1N(CCC1)C (2-(cyclohexylmethyl)-N-{2-[(2S)-1-methylpyrrolidin-2-yl]ethyl}-1,2,3,4-tetrahydroisoquinoline-7-sulfonamide), CN(C)C=O (DMF). The solvent is O (water). Product: C(\C=C\C(=O)O)(=O)O.C1(CCCCC1)CN1CC2=CC(=CC=C2CC1)S(=O)(=O)NCC[C@H]1N(CCC1)C (2-(Cyclohexylmethyl)-N-{2-[(2S)-1-methylpyrrolidin-2-yl]ethyl}-1,2,3,4-tetrahydroisoquinoline-7-sulfonamide monofumarate). As a reaction SMILES: [C:1]([OH:8])(=[O:7])/[CH:2]=[CH:3]/[C:4]([OH:6])=[O:5].[CH:9]1([CH2:15][N:16]2[CH2:25][CH2:24][C:23]3[C:18](=[CH:19][C:20]([S:26]([NH:29][CH2:30][CH2:31][C@@H:32]4[CH2:36][CH2:35][CH2:34][N:33]4[CH3:37])(=[O:28])=[O:27])=[CH:21][CH:22]=3)[CH2:17]2)[CH2:14][CH2:13][CH2:12][CH2:11][CH2:10]1.CN(C=O)C.C(OC(C)C)(=O)C>O>[C:1]([OH:8])(=[O:7])/[CH:2]=[CH:3]/[C:4]([OH:6])=[O:5].[CH:9]1([CH2:15][N:16]2[CH2:25][CH2:24][C:23]3[C:18](=[CH:19][C:20]([S:26]([NH:29][CH2:30][CH2:31][C@@H:32]4[CH2:36][CH2:35][CH2:34][N:33]4[CH3:37])(=[O:27])=[O:28])=[CH:21][CH:22]=3)[CH2:17]2)[CH2:10][CH2:11][CH2:12][CH2:13][CH2:14]1 |f:5.6|. Procedure: Fumaric acid (1.86 g, 16 mmol) was added to 2-(cyclohexylmethyl)-N-{2-[(2S)-1-methylpyrrolidin-2-yl]ethyl}-1,2,3,4-tetrahydroisoquinoline-7-sulfonamide (6.7 g, 16 mmol). DMF (10 mL) and water (500 μL) were added to the mixture, and the solids were dissolved by warming on a steam bath. Isopropyl acetate (30 mL) was added gradually while heating on a steam bath. The heat was removed, and material oiled out. The mother liquors were decanted. About 100 mL MTBE were added to the residual oil, which w... Solvent: O1CCOCC1 (dioxane). Yields the product C(C1=CC=CC=C1)OC=1C(C(=CN2C1C(N(CC2)CC2=CC(=C(C=C2)Cl)Cl)=O)C=2SC=CN2)=O (9-benzyloxy-2-(3,4-dichlorobenzyl)-7-(thiazol-2-yl)-3,4-dihydro-2H-pyrido[1,2-a]pyrazine-1,8-dione). Reagents/catalysts: C1=CC=C(C=C1)/C=C/C(=O)/C=C/C2=CC=CC=C2.C1=CC=C(C=C1)/C=C/C(=O)/C=C/C2=CC=CC=C2.C1=CC=C(C=C1)/C=C/C(=O)/C=C/C2=CC=CC=C2.C(Cl)(Cl)Cl.[Pd].[Pd] (tris(dibenzylideneacetone)dipalladium(0)-chloroform adduct). Starting materials: C(C1=CC=CC=C1)OC=1C(C(=CN2C1C(N(CC2)CC2=CC(=C(C=C2)Cl)Cl)=O)Br)=O (9-benzyloxy-7-bromo-2-(3,4-dichlorobenzyl)-3,4-dihydro-2H-pyrido[1,2-a]pyrazine-1,8-dione), O1C(=CC=C1)P(C=1OC=CC1)C=1OC=CC1 (tri-2-furylphosphine), S1C(=NC=C1)[Sn](CCCC)(CCCC)CCCC ((2-thiazolyl)tributyltin). Procedure details: To a solution of 9-benzyloxy-7-bromo-2-(3,4-dichlorobenzyl)-3,4-dihydro-2H-pyrido[1,2-a]pyrazine-1,8-dione (150 mg) in dioxane (5 ml) were added tris(dibenzylideneacetone)dipalladium(0)-chloroform adduct (63 mg), tri-2-furylphosphine (57 mg) and (2-thiazolyl)tributyltin (0.285 ml) under an argon stream and a microwave at 80 W was irradiated under sealing for 1 hr. The obtained reaction mixture was concentrated, and then purified by silica gel column chromatography (chloroform:methanol=40:1) to g... Reaction conditions: time 1 hour. Reaction SMILES: [CH2:1]([O:8][C:9]1[C:10](=[O:30])[C:11](Br)=[CH:12][N:13]2[CH2:18][CH2:17][N:16]([CH2:19][C:20]3[CH:25]=[CH:24][C:23]([Cl:26])=[C:22]([Cl:27])[CH:21]=3)[C:15](=[O:28])[C:14]=12)[C:2]1[CH:7]=[CH:6][CH:5]=[CH:4][CH:3]=1.O1C=CC=C1P(C1OC=CC=1)C1OC=CC=1.[S:47]1[CH:51]=[CH:50][N:49]=[C:48]1[Sn](CCCC)(CCCC)CCCC>O1CCOCC1.C1C=CC(/C=C/C(/C=C/C2C=CC=CC=2)=O)=CC=1.C1C=CC(/C=C/C(/C=C/C2C=CC=CC=2)=O)=CC=1.C1C=CC(/C=C/C(/C=C/C2C=CC=CC=2)=O)=CC=1.C(Cl)(Cl)Cl.[Pd].[Pd]>[CH2:1]([O:8][C:9]1[C:10](=[O:30])[C:11]([C:48]2[S:47][CH:51]=[CH:50][N:49]=2)=[CH:12][N:13]2[CH2:18][CH2:17][N:16]([CH2:19][C:20]3[CH:25]=[CH:24][C:23]([Cl:26])=[C:22]([Cl:27])[CH:21]=3)[C:15](=[O:28])[C:14]=12)[C:2]1[CH:7]=[CH:6][CH:5]=[CH:4][CH:3]=1 |f:4.5.6.7.8.9|. Reactants: FC=1C=2CC3CCC(CC2C=CC1)C3=NO (4-Fluoro-tricyclo[8.2.1.03,8]trideca-3(8),4,6-trien-13-one oxime). Reagents/catalysts: [Pt](=O)=O (platinum dioxide). The solvent is CC(=O)O (AcOH), [OH-].[Na+] (NaOH). Yields the product FC=1C=2CC3CCC(CC2C=CC1)C3N (4-Fluoro-tricyclo[8.2.1.03,8]trideca-3(8),4,6-trien-13-ylamine). The yield is 95.1%. Reaction SMILES: [F:1][C:2]1[C:3]2[CH2:4][CH:5]3[C:14](=[N:15]O)[CH:8]([CH2:9][C:10]=2[CH:11]=[CH:12][CH:13]=1)[CH2:7][CH2:6]3>CC(O)=O.[OH-].[Na+].[Pt](=O)=O>[F:1][C:2]1[C:3]2[CH2:4][CH:5]3[CH:14]([NH2:15])[CH:8]([CH2:9][C:10]=2[CH:11]=[CH:12][CH:13]=1)[CH2:7][CH2:6]3 |f:2.3|. Reported procedure: The oxime from Step 3 (590 mg, 2.69 mmol) and platinum dioxide (40 mg) in AcOH (20 ml) were hydrogenated in a Parr reactor at 30 psi for 2 hours. The mixture was filtered through Celite and the filtrate was concentrated by lyophilization to give an off-white solid. The solid was dispersed in 1N NaOH and extracted with DCM. The organic extract was dried and concentrated to dryness to give a yellow oil 525 mg (95%). m/z 206 (M+H+). Reaction SMILES: C(NCC)C.[Br:6][C:7]1[CH:8]=[CH:9][C:10]2[N:11]([N:13]=[C:14]([N:16]3[CH2:21][CH2:20]O[CH2:18][CH2:17]3)[N:15]=2)[CH:12]=1>>[Br:6][C:7]1[CH:8]=[CH:9][C:10]2[N:11]([N:13]=[C:14]([N:16]([CH2:21][CH3:20])[CH2:17][CH3:18])[N:15]=2)[CH:12]=1. The product is BrC=1C=CC=2N(C1)N=C(N2)N(CC)CC ((6-Bromo-[1,2,4]triazolo[1,5-a]pyridin-2-yl)-diethyl-amine). Procedure details: Using diethylamine, this compound was prepared following the same method as for the synthesis of 6-bromo-2-morpholin-4-yl-[1,2,4]triazolo[1,5-a]pyridine Light brown solid (2.0 g, 82%). MS: m/z=270 (M+H+). Starting materials: C(C)NCC (diethylamine), BrC=1C=CC=2N(C1)N=C(N2)N2CCOCC2 (6-bromo-2-morpholin-4-yl-[1,2,4]triazolo[1,5-a]pyridine), brown solid.